From a dataset of the Open Reaction Database (ORD), a public repository of structured organic reaction records. describe an organic reaction: reactants, conditions, products, and yield Starting materials: N1C=C(C2=CC=CC=C12)C1=CN(C(O1)C)C(=O)OC (methyl 5-(3-indolyl)-2-methyloxazole-3-carboxylate), C(C)(=O)NC(C(=O)OC)CC1=CNC2=CC=CC=C12 (methyl 2-acetamido-3-(3-indolyl)propionate), C(#N)C1=C(C(=O)C(=C(C1=O)Cl)Cl)C#N (DDQ). The solvent is O1CCCC1 (tetrahydrofuran), O1CCCC1 (tetrahydrofuran). Product: C(C)(=O)NC(C(=O)OC)C(=O)C1=CNC2=CC=CC=C12 (methyl 2-acetamido-3-(3-indolyl)-3-oxopropionate). Isolated yield 84.0%. Reaction SMILES: N1C2C(=CC=CC=2)C(C2[O:14]C(C)N(C(OC)=O)C=2)=C1.[C:20]([NH:23][CH:24]([CH2:29][C:30]1[C:38]2[C:33](=[CH:34][CH:35]=[CH:36][CH:37]=2)[NH:32][CH:31]=1)[C:25]([O:27][CH3:28])=[O:26])(=[O:22])[CH3:21].C(C1C(=O)C(Cl)=C(Cl)C(=O)C=1C#N)#N>O1CCCC1>[C:20]([NH:23][CH:24]([C:29]([C:30]1[C:38]2[C:33](=[CH:34][CH:35]=[CH:36][CH:37]=2)[NH:32][CH:31]=1)=[O:14])[C:25]([O:27][CH3:28])=[O:26])(=[O:22])[CH3:21]. Procedure: Oikawa et al. (J. Org. Chem., vol. 42, pp. 1213-1216, 1977) describes preparation of methyl 5-(3-indolyl)-2-methyloxazole-3-carboxylate in 33% yield by oxidation of methyl 2-acetamido-3-(3-indolyl)propionate with DDQ in tetrahydrofuran. Use of aqueous tetrahydrofuran gave methyl 2-acetamido-3-(3-indolyl)-3-oxopropionate in 84% yield. Preparation of the corresponding thiazole or imidazole is not described. RXN SMILES: [CH2:1]([C:3]1[CH:4]=[CH:5][C:6]2[NH:12][C:11](=S)[CH2:10][N:9]=[C:8]([C:14]3[CH:19]=[CH:18][CH:17]=[CH:16][C:15]=3[Cl:20])[C:7]=2[CH:21]=1)[CH3:2].[C:22]([NH:30][NH2:31])(=O)[C:23]1[CH:28]=[CH:27][CH:26]=[CH:25][CH:24]=1>C(O)C>[CH2:1]([C:3]1[CH:4]=[CH:5][C:6]2[N:12]3[C:22]([C:23]4[CH:28]=[CH:27][CH:26]=[CH:25][CH:24]=4)=[N:30][N:31]=[C:11]3[CH2:10][N:9]=[C:8]([C:14]3[CH:19]=[CH:18][CH:17]=[CH:16][C:15]=3[Cl:20])[C:7]=2[CH:21]=1)[CH3:2]. Procedure details: In the manner given in Example 2, 7-ethyl-1,3-dihydro-5-(o-chlorophenyl)-2H-1,4-benzodiazepine-2-thione is heated in ethanol with benzoic acid hydrazide and the resulting product heated to 250° C. to give 8-ethyl-1-phenyl-6-(o-chlorophenyl)-4H-s-triazolo[4,3-a][1,4]benzodiazepine. Run in C(C)O (ethanol). Run at temperature 250 celsius. Yields the product C(C)C=1C=CC2=C(C(=NCC=3N2C(=NN3)C3=CC=CC=C3)C3=C(C=CC=C3)Cl)C1 (8-ethyl-1-phenyl-6-(o-chlorophenyl)-4H-s-triazolo[4,3-a][1,4]benzodiazepine). Starting materials: C(C1=CC=CC=C1)(=O)NN (benzoic acid hydrazide), C(C)C=1C=CC2=C(C(=NCC(N2)=S)C2=C(C=CC=C2)Cl)C1 (7-ethyl-1,3-dihydro-5-(o-chlorophenyl)-2H-1,4-benzodiazepine-2-thione). Reactants: CCCSC1=NC(=O)C(=Cc2ccc3c(cnn3Cc3ccc(Cl)cc3C(F)(F)F)c2)S1, c1nnnn1C1CCNCC1. Product: O=C1N=C(N2CCC(n3cnnn3)CC2)SC1=Cc1ccc2c(cnn2Cc2ccc(Cl)cc2C(F)(F)F)c1. Reaction SMILES: [Cl:1][c:2]1[cH:3][c:4]([C:29]([F:30])([F:31])[F:32])[c:5]([CH2:6][n:7]2[n:8][cH:9][c:10]3[cH:11][c:12]([CH:16]=[C:17]4[C:18](=[O:26])[N:19]=[C:20]([S:22][CH2:23][CH2:24][CH3:25])[S:21]4)[cH:13][cH:14][c:15]23)[cH:27][cH:28]1.[n:33]1([CH:38]2[CH2:39][CH2:40][NH:41][CH2:42][CH2:43]2)[n:34][n:35][n:36][cH:37]1>>[Cl:1][c:2]1[cH:3][c:4]([C:29]([F:30])([F:31])[F:32])[c:5]([CH2:6][n:7]2[n:8][cH:9][c:10]3[cH:11][c:12]([CH:16]=[C:17]4[C:18](=[O:26])[N:19]=[C:20]([N:41]5[CH2:40][CH2:39][CH:38]([n:33]6[n:34][n:35][n:36][cH:37]6)[CH2:43][CH2:42]5)[S:21]4)[cH:13][cH:14][c:15]23)[cH:27][cH:28]1. Reactants: NC(CCC=C)C1=C(C=CC=C1)OC (5-amino-5-(2-methoxyphenyl)-1-pentene), CCOCC (Ether), C1=CC=C(C=C1)COC(=O)Cl (Cbz-Cl). The reagents and catalysts are CN(C)C=1C=CN=CC1 (DMAP). Solvent: C(Cl)Cl (CH2Cl2). Reaction conditions: time 8 hour. The product is C(=O)(OCC1=CC=CC=C1)NC(CCC=C)C1=C(C=CC=C1)OC (5-(N-(carbobenzyloxy)amino)-5-(2-methoxyphenyl)-1-pentene). Isolated yield 66.4%. Reaction SMILES: [NH2:1][CH:2]([C:7]1[CH:12]=[CH:11][CH:10]=[CH:9][C:8]=1[O:13][CH3:14])[CH2:3][CH2:4][CH:5]=[CH2:6].[CH:15]1[CH:20]=[CH:19][C:18]([CH2:21][O:22][C:23](Cl)=[O:24])=[CH:17][CH:16]=1.CCOCC>C(Cl)Cl.CN(C1C=CN=CC=1)C>[C:23]([NH:1][CH:2]([C:7]1[CH:12]=[CH:11][CH:10]=[CH:9][C:8]=1[O:13][CH3:14])[CH2:3][CH2:4][CH:5]=[CH2:6])([O:22][CH2:21][C:18]1[CH:19]=[CH:20][CH:15]=[CH:16][CH:17]=1)=[O:24]. Procedure details: To a solution of crude 5-amino-5-(2-methoxyphenyl)-1-pentene (1.63 g) in CH2Cl2 (10 mL) at 0° C. was added DMAP (1.15 g, 9.38 mmol) followed by Cbz-Cl (1.34 mL, 9.38 mmol) and the resulting solution was stirred at room temperature overnight. Ether was added, the aqueous layer was extracted with diethyl ether (x4), and the combined organic layers was washed with brine, dried over MgSO4 and evaporated in vacuo. The crude product was purified by silica gel flash chromatography (5% EtOAc-95% hexanes... Starting materials: O=C(O)CCC[P+](c1ccccc1)(c1ccccc1)c1ccccc1, CCCCC, CS(C)=O, [Cl-], [H-], [Na+], O=C(c1ccccc1)c1ccccc1, C1CCOC1, O. Product: O=C(O)CCC=C(c1ccccc1)c1ccccc1. As a reaction SMILES: [C:9](=[O:10])([OH:11])[CH2:12][CH2:13][CH2:14][P+:15]([c:16]1[cH:17][cH:18][cH:19][cH:20][cH:21]1)([c:22]1[cH:23][cH:24][cH:25][cH:26][cH:27]1)[c:28]1[cH:29][cH:30][cH:31][cH:32][cH:33]1.[CH3:3][CH2:4][CH2:5][CH2:6][CH3:7].[CH3:48][S:49]([CH3:50])=[O:51].[Cl-:8].[H-:1].[Na+:2].[O:34]=[C:35]([c:36]1[cH:37][cH:38][cH:39][cH:40][cH:41]1)[c:42]1[cH:43][cH:44][cH:45][cH:46][cH:47]1.[O:52]1[CH2:53][CH2:54][CH2:55][CH2:56]1.[OH2:57]>>[C:9](=[O:10])([OH:11])[CH2:12][CH2:13][CH:14]=[C:35]([c:36]1[cH:37][cH:38][cH:39][cH:40][cH:41]1)[c:42]1[cH:43][cH:44][cH:45][cH:46][cH:47]1. Starting materials: residue, O=C1C(COCC1)S(=O)(=O)N (4-oxotetrahydropyran-3-sulfonamide), Cl (hydrochloric acid), [BH4-].[Na+] (sodium borohydride). The solvent is C1CCOC1 (THF). Conditions: time 18 hour. Yields the product OC1C(COCC1)S(=O)(=O)N (4-Hydroxytetrahydropyran-3-sulfonamide). Reaction SMILES: [O:1]=[C:2]1[CH2:7][CH2:6][O:5][CH2:4][CH:3]1[S:8]([NH2:11])(=[O:10])=[O:9].[BH4-].[Na+].Cl>C1COCC1>[OH:1][CH:2]1[CH2:7][CH2:6][O:5][CH2:4][CH:3]1[S:8]([NH2:11])(=[O:10])=[O:9] |f:1.2|. Reported procedure: 1.09 g of 4-oxotetrahydropyran-3-sulfonamide were dissolved in THF, 0.23 g of sodium borohydride was added and the mixture was stirred at room temperature for 18 hours. The mixture was then adjusted to pH=2 with hydrochloric acid and concentrated under reduced pressure. The residue, bound to 8 g of Celite, was purified by means of a silica gel column (50 g): solvent A: dichloromethane, B: methanol, gradient: 0 min 3% B, 3 min 3% B, 5 min 5% B, 35 min 10% B, 44 min 10% B; flow rate 20 ml/min; det... Product: N1(CCC1)S(=O)(=O)NC(C1=C(C=C(C(=C1)C1CC1)OCC1(CCC1)C(F)(F)F)F)=O (N-(azetidin-1-ylsulfonyl)-5-cyclopropyl-2-fluoro-4-((1-(trifluoromethyl)-cyclobutyl)methoxy)benzamide), solid. Starting materials: N1(CCC1)S(=O)(=O)N (azetidine-1-sulfonamide), C1(CC1)S(=O)(=O)N (cyclopropanesulfonamide), trans-4-((5-chloroadamantan-2-yl)oxy)-5-cyclopropyl-2-fluorobenzoic acid, C1(CC1)C=1C(=CC(=C(C(=O)O)C1)F)OCC1(CCC1)C(F)(F)F (5-cyclopropyl-2-fluoro-4-((1-(trifluoromethyl)cyclobutyl)methoxy)benzoic acid). Reported procedure: Following the procedure as described in Example 218 step 5 and making variations as required to replace trans-4-((5-chloroadamantan-2-yl)oxy)-5-cyclopropyl-2-fluorobenzoic acid with 5-cyclopropyl-2-fluoro-4-((1-(trifluoromethyl)cyclobutyl)methoxy)benzoic acid and to replace azetidine-1-sulfonamide with cyclopropanesulfonamide, the title compound was obtained as colorless solid (0.09 g, 47%): 1H NMR (300 MHz, DMSO-d6) δ 11.88 (s, 1H), 7.17-7.09 (m, 2H), 4.34 (s, 2H), 3.12-3.04 (m, 1H), 2.38-2.27 ... Yield: 47.0%. RXN SMILES: [CH:1]1([C:4]2[C:5]([O:14][CH2:15][C:16]3([C:20]([F:23])([F:22])[F:21])[CH2:19][CH2:18][CH2:17]3)=[CH:6][C:7]([F:13])=[C:8]([CH:12]=2)[C:9](O)=[O:10])[CH2:3][CH2:2]1.[N:24]1([S:28]([NH2:31])(=[O:30])=[O:29])[CH2:27][CH2:26][CH2:25]1.C1(S(N)(=O)=O)CC1>>[N:24]1([S:28]([NH:31][C:9](=[O:10])[C:8]2[CH:12]=[C:4]([CH:1]3[CH2:3][CH2:2]3)[C:5]([O:14][CH2:15][C:16]3([C:20]([F:21])([F:23])[F:22])[CH2:17][CH2:18][CH2:19]3)=[CH:6][C:7]=2[F:13])(=[O:30])=[O:29])[CH2:27][CH2:26][CH2:25]1.